Dataset: the Open Reaction Database (ORD), a public repository of structured organic reaction records. Task: describe an organic reaction: reactants, conditions, products, and yield The reactants are CC(C)(C)OC(=O)N1CC(C(=O)O)C1, Cl, CN(C(=O)N(C)C1CNCC1c1ccc(F)cc1)c1cc(C(F)(F)F)cc(C(F)(F)F)c1. Product: CN(C(=O)N(C)C1CN(C(=O)C2CN(C(=O)OC(C)(C)C)C2)CC1c1ccc(F)cc1)c1cc(C(F)(F)F)cc(C(F)(F)F)c1. RXN SMILES: [C:34]([CH3:35])([CH3:36])([CH3:37])[O:38][C:39](=[O:40])[N:41]1[CH2:42][CH:43]([C:45](=[O:46])[OH:47])[CH2:44]1.[ClH:1].[F:2][C:3]([c:4]1[cH:5][c:6]([N:14]([C:15](=[O:16])[N:17]([CH3:18])[CH:19]2[CH2:20][NH:21][CH2:22][CH:23]2[c:24]2[cH:25][cH:26][c:27]([F:30])[cH:28][cH:29]2)[CH3:31])[cH:7][c:8]([C:10]([F:11])([F:12])[F:13])[cH:9]1)([F:32])[F:33]>>[F:2][C:3]([c:4]1[cH:5][c:6]([N:14]([C:15](=[O:16])[N:17]([CH3:18])[CH:19]2[CH2:20][N:21]([C:45]([CH:43]3[CH2:42][N:41]([C:39]([O:38][C:34]([CH3:35])([CH3:36])[CH3:37])=[O:40])[CH2:44]3)=[O:46])[CH2:22][CH:23]2[c:24]2[cH:25][cH:26][c:27]([F:30])[cH:28][cH:29]2)[CH3:31])[cH:7][c:8]([C:10]([F:11])([F:12])[F:13])[cH:9]1)([F:32])[F:33]. Yields the product Cc1cc(O)c2cnn(-c3ccc(OCc4ccccc4)c(F)c3)c2c1. RXN SMILES: [Br:1][c:2]1[c:3]2[cH:4][n:5][n:6](-[c:12]3[cH:13][c:14]([F:26])[c:15]([O:18][CH2:19][c:20]4[cH:21][cH:22][cH:23][cH:24][cH:25]4)[cH:16][cH:17]3)[c:7]2[cH:8][c:9]([CH3:11])[cH:10]1.[CH3:29][C:30]([P:31]([C:32]([CH3:33])([CH3:34])[CH3:35])[c:36]1[cH:37][cH:38][cH:39][cH:40][c:41]1-[c:42]1[c:43]([CH:44]([CH3:45])[CH3:46])[cH:47][c:48]([CH:49]([CH3:50])[CH3:51])[cH:52][c:53]1[CH:54]([CH3:55])[CH3:56])([CH3:57])[CH3:58].[CH3:67][CH2:68][O:69][C:70]([CH3:71])=[O:72].[ClH:59].[K+:28].[O:60]1[CH2:61][CH2:62][O:63][CH2:64][CH2:65]1.[OH-:27].[OH2:66]>>[c:2]1([OH:27])[c:3]2[cH:4][n:5][n:6](-[c:12]3[cH:13][c:14]([F:26])[c:15]([O:18][CH2:19][c:20]4[cH:21][cH:22][cH:23][cH:24][cH:25]4)[cH:16][cH:17]3)[c:7]2[cH:8][c:9]([CH3:11])[cH:10]1. Reactants: Cc1cc(Br)c2cnn(-c3ccc(OCc4ccccc4)c(F)c3)c2c1, CC(C)c1cc(C(C)C)c(-c2ccccc2P(C(C)(C)C)C(C)(C)C)c(C(C)C)c1, CCOC(C)=O, Cl, [K+], C1COCCO1, [OH-], O. The reactants are C(C)(C)(C)OC(=O)N1CCN(CC1)C(=O)C1=C(N(C2=NC=CC=C21)C2=CC=CC=C2)Cl (4-(2-Chloro-1-phenyl-1H-pyrrolo[2,3-b]pyridine-3-carbonyl)-piperazine-1-carboxylic acid tert-butyl ester), FC=1C=CC(=C(C1)O)C (5-fluoro-2-methylphenol). Product: C(C)(C)(C)OC(=O)N1CCN(CC1)C(=O)C1=C(N(C2=NC=CC=C21)C2=CC=CC=C2)OC2=C(C=CC(=C2)F)C (4-[2-(5-Fluoro-2-methyl-phenoxy)-1-phenyl-1H-pyrrolo[2,3-b]pyridine-3-carbonyl]-piperazine-1-carboxylic acid tert-butyl ester). RXN SMILES: [C:1]([O:5][C:6]([N:8]1[CH2:13][CH2:12][N:11]([C:14]([C:16]2[C:24]3[C:19](=[N:20][CH:21]=[CH:22][CH:23]=3)[N:18]([C:25]3[CH:30]=[CH:29][CH:28]=[CH:27][CH:26]=3)[C:17]=2Cl)=[O:15])[CH2:10][CH2:9]1)=[O:7])([CH3:4])([CH3:3])[CH3:2].[F:32][C:33]1[CH:34]=[CH:35][C:36]([CH3:40])=[C:37]([OH:39])[CH:38]=1>>[C:1]([O:5][C:6]([N:8]1[CH2:13][CH2:12][N:11]([C:14]([C:16]2[C:24]3[C:19](=[N:20][CH:21]=[CH:22][CH:23]=3)[N:18]([C:25]3[CH:30]=[CH:29][CH:28]=[CH:27][CH:26]=3)[C:17]=2[O:39][C:37]2[CH:38]=[C:33]([F:32])[CH:34]=[CH:35][C:36]=2[CH3:40])=[O:15])[CH2:10][CH2:9]1)=[O:7])([CH3:4])([CH3:3])[CH3:2]. Reported procedure: The title compound was prepared from the compound of step 6 (50.0 mg, 113 μmol) and 5-fluoro-2-methylphenol analogously as described in example 1, step 6, and purification by preparative HPLC. Yield: 28 mg. The reactants are C(C)OC([C@@H](NC(CCCCCCCCCCCCC\C=C/CCCCCCCC)=O)CCCCNC(CCCCCCCCCCCCC\C=C/CCCCCCCC)=O)=O (Nα,Nε-di-(z-15-tetracosenoyl)-L-lysine ethyl ester), [OH-].[Na+] (sodium hydroxide), Cl (hydrochloric acid). Reaction conditions: time 8 hour. The product is C(CCCCCCCCCCCCC\C=C/CCCCCCCC)(=O)N[C@@H](CCCCNC(CCCCCCCCCCCCC\C=C/CCCCCCCC)=O)C(=O)O (Nα,Nε-di-(z-15-tetracosenoyl)-L-lysine). Reaction SMILES: C([O:3][C:4](=[O:62])[C@H:5]([CH2:32][CH2:33][CH2:34][CH2:35][NH:36][C:37](=[O:61])[CH2:38][CH2:39][CH2:40][CH2:41][CH2:42][CH2:43][CH2:44][CH2:45][CH2:46][CH2:47][CH2:48][CH2:49][CH2:50]/[CH:51]=[CH:52]\[CH2:53][CH2:54][CH2:55][CH2:56][CH2:57][CH2:58][CH2:59][CH3:60])[NH:6][C:7](=[O:31])[CH2:8][CH2:9][CH2:10][CH2:11][CH2:12][CH2:13][CH2:14][CH2:15][CH2:16][CH2:17][CH2:18][CH2:19][CH2:20]/[CH:21]=[CH:22]\[CH2:23][CH2:24][CH2:25][CH2:26][CH2:27][CH2:28][CH2:29][CH3:30])C.[OH-].[Na+].Cl>>[C:7]([NH:6][C@H:5]([C:4]([OH:62])=[O:3])[CH2:32][CH2:33][CH2:34][CH2:35][NH:36][C:37](=[O:61])[CH2:38][CH2:39][CH2:40][CH2:41][CH2:42][CH2:43][CH2:44][CH2:45][CH2:46][CH2:47][CH2:48][CH2:49][CH2:50]/[CH:51]=[CH:52]\[CH2:53][CH2:54][CH2:55][CH2:56][CH2:57][CH2:58][CH2:59][CH3:60])(=[O:31])[CH2:8][CH2:9][CH2:10][CH2:11][CH2:12][CH2:13][CH2:14][CH2:15][CH2:16][CH2:17][CH2:18][CH2:19][CH2:20]/[CH:21]=[CH:22]\[CH2:23][CH2:24][CH2:25][CH2:26][CH2:27][CH2:28][CH2:29][CH3:30] |f:1.2|. Procedure: Nα,Nε-di-(z-15-tetracosenoyl)-L-lysine ethyl ester (2 mmol, 1.74 g, prepared according to Example 2) was heated to gentle reflux with 3% methanolic sodium hydroxide solution (25 mL) for 2 hours and left at room temperature overnight. The soapy material was acidified to pH 2 with 1 N cold hydrochloric acid and the white solid was collected and recrystallised from acetone-water (1:1) giving the free acid title compound as a white powder. The reactants are BrN1C(CCC1=O)=O (N-bromosuccinimide), CC1=CC=2N(C=C1)N=NN2 (7-Methyl tetrazolo [1,5-a]pyridine), BrN1C(CCC1=O)=O (N-bromosuccinimide). The reagents and catalysts are C(C1=CC=CC=C1)(=O)OOC(C1=CC=CC=C1)=O (benzoyl peroxide). The solvent is C1=CC=CC=C1 (benzene). Yields the product BrCC1=CC=2N(C=C1)N=NN2 (7-Bromomethyl tetrazolo[1,5-a]pyridine). As a reaction SMILES: [CH3:1][C:2]1[CH:7]=[CH:6][N:5]2[N:8]=[N:9][N:10]=[C:4]2[CH:3]=1.[Br:11]N1C(=O)CCC1=O>C1C=CC=CC=1.C(OOC(=O)C1C=CC=CC=1)(=O)C1C=CC=CC=1>[Br:11][CH2:1][C:2]1[CH:7]=[CH:6][N:5]2[N:8]=[N:9][N:10]=[C:4]2[CH:3]=1. Procedure: 7-Methyl tetrazolo [1,5-a]pyridine [Boyer, et al., J. Am. Chem. Soc., 82, 2218 (1960](23 g, 173 mmole), N-bromosuccinimide (30.6 g, 173 mmole) and benzoyl peroxide (100 mg) in 1.5 liters of benzene is refluxed overnight. More N-bromosuccinimide (15.3 g, 86.5 mole) is added and the reflux is maintained for several hours. The mixture is cooled and washed with 100 ml 20% sodium hydroxide and then with water. It is dried over calcium chloride, evaporated to dryness to yield 36.4 g of a mixture of 7-... The reactants are C(C1=CC=CC=C1)N1CCOC2=C(C1)C=CC(=N2)SC(C)C (4-benzyl-8-(isopropylthio)-2,3,4,5-tetrahydropyrido[3,2-f][1,4]oxazepine), ClC(=O)OC(C)Cl (1-chloroethyl chloroformate). The solvent is ClC(C)Cl (dichloroethane). Reaction conditions: temperature 90 celsius, time 2 hour. Product: Cl.C(C)(C)SC=1C=CC=2CNCCOC2N1 (8-(isopropylthio)-2,3,4,5-tetrahydropyrido[3,2-f][1,4]oxazepine hydrochloride). The yield is 56.0%. RXN SMILES: C([N:8]1[CH2:14][C:13]2[CH:15]=[CH:16][C:17]([S:19][CH:20]([CH3:22])[CH3:21])=[N:18][C:12]=2[O:11][CH2:10][CH2:9]1)C1C=CC=CC=1.[Cl:23]C(OC(Cl)C)=O>ClC(Cl)C>[ClH:23].[CH:20]([S:19][C:17]1[CH:16]=[CH:15][C:13]2[CH2:14][NH:8][CH2:9][CH2:10][O:11][C:12]=2[N:18]=1)([CH3:22])[CH3:21] |f:3.4|. Reported procedure: To a solution of the compound obtained in step 2 (0.24 g) in dichloroethane (5 mL) was added 1-chloroethyl chloroformate (0.090 mL), and the resulting mixture was stirred at 90° C. for 2 hr. The solvent was evaporated under reduced pressure, and methanol (5 mL) was added. The mixture was stirred at 80° C. for 2 hr. The solvent was evaporated under reduced pressure, the residue was crystallized from ethanol-diisopropyl ether, and the obtained solid was purified by preparative HPLC. To the obtaine... Yield: 138.7%. Yields the product N[C@H](C(=O)N[C@H](C(=O)N[C@H](C(=O)[C@@]1(OC1)C)CC1=CCCC1)CC1=CC=C(C=C1)OC)CC#N ((S)-2-amino-3-cyano-N-((S)-1-(((S)-3-(cyclopent-1-en-1-yl)-1-((R)-2-methyloxiran-2-yl)-1-oxopropan-2-yl)amino)-3-(4-methoxyphenyl)-1-oxopropan-2-yl)propanamide). RXN SMILES: [C:1]([CH2:3][C@H:4]([NH:34]C(=O)OC(C)(C)C)[C:5]([NH:7][C@@H:8]([CH2:25][C:26]1[CH:31]=[CH:30][C:29]([O:32][CH3:33])=[CH:28][CH:27]=1)[C:9]([NH:11][C@@H:12]([CH2:19][C:20]1[CH2:24][CH2:23][CH2:22][CH:21]=1)[C:13]([C@@:15]1([CH3:18])[CH2:17][O:16]1)=[O:14])=[O:10])=[O:6])#[N:2].C(O)(C(F)(F)F)=O>C(Cl)Cl>[NH2:34][C@@H:4]([CH2:3][C:1]#[N:2])[C:5]([NH:7][C@@H:8]([CH2:25][C:26]1[CH:31]=[CH:30][C:29]([O:32][CH3:33])=[CH:28][CH:27]=1)[C:9]([NH:11][C@@H:12]([CH2:19][C:20]1[CH2:24][CH2:23][CH2:22][CH:21]=1)[C:13]([C@@:15]1([CH3:18])[CH2:17][O:16]1)=[O:14])=[O:10])=[O:6]. The solvent is C(Cl)Cl (DCM). Procedure details: To a solution of tert-butyl ((S)-3-cyano-1-(((S)-1-(((S)-3-(cyclopent-1-en-1-yl)-1-((R)-2-methyl oxiran-2-yl)-1-oxopropan-2-yl)amino)-3-(4-methoxyphenyl)-1-oxopropan-2-yl)amino)-1-oxopropan-2-yl)carbamate (0.59 g, 1.0 mmol) in DCM (10 mL) was added TFA (5 mL). The reaction mixture was stirred for 15 min at ambient temperature then concentrated to dryness to afford (S)-2-amino-3-cyano-N-((S)-1-(((S)-3-(cyclopent-1-en-1-yl)-1-((R)-2-methyloxiran-2-yl)-1-oxopropan-2-yl)amino)-3-(4-methoxyphenyl)-1-... Run at time 15 minute. Reactants: C(#N)C[C@@H](C(=O)N[C@H](C(=O)N[C@H](C(=O)[C@@]1(OC1)C)CC1=CCCC1)CC1=CC=C(C=C1)OC)NC(OC(C)(C)C)=O (tert-butyl ((S)-3-cyano-1-(((S)-1-(((S)-3-(cyclopent-1-en-1-yl)-1-((R)-2-methyl oxiran-2-yl)-1-oxopropan-2-yl)amino)-3-(4-methoxyphenyl)-1-oxopropan-2-yl)amino)-1-oxopropan-2-yl)carbamate), C(=O)(C(F)(F)F)O (TFA).